From a dataset of the Open Reaction Database (ORD), a public repository of structured organic reaction records. describe an organic reaction: reactants, conditions, products, and yield The reactants are Brc1ccc(Br)nc1, Cl, NCCCN, O, c1ccncc1. Yields the product NCCCNc1ccc(Br)cn1. RXN SMILES: [Br:6][c:7]1[n:8][cH:9][c:10]([Br:13])[cH:11][cH:12]1.[ClH:20].[NH2:1][CH2:2][CH2:3][CH2:4][NH2:5].[OH2:21].[cH:14]1[cH:15][cH:16][n:17][cH:18][cH:19]1>>[NH2:1][CH2:2][CH2:3][CH2:4][NH:5][c:7]1[n:8][cH:9][c:10]([Br:13])[cH:11][cH:12]1. Reactants: FC(OC=1C(=C(C=CC1OC)C1=C2CCC(C2=CC=C1)=O)O)F (4-(3-(difluoromethoxy)-2-hydroxy-4-methoxyphenyl)-2,3-dihydro-1H-inden-1-one), C([O-])([O-])=O.[K+].[K+] (potassium carbonate), C(C(C)C)Br (isobutylbromide). Solvent: C(C)#N (acetonitrile). Run at temperature 80 celsius. The product is FC(OC=1C(=C(C=CC1OC)C1=C2CCC(C2=CC=C1)=O)OCC(C)C)F (4-(3-Difluoromethoxy-2-isobutoxy-4-methoxy-phenyl)-indan-1-one). The yield is 21.3%. As a reaction SMILES: [F:1][CH:2]([F:23])[O:3][C:4]1[C:5]([OH:22])=[C:6]([C:12]2[CH:20]=[CH:19][CH:18]=[C:17]3[C:13]=2[CH2:14][CH2:15][C:16]3=[O:21])[CH:7]=[CH:8][C:9]=1[O:10][CH3:11].C(=O)([O-])[O-].[K+].[K+].[CH2:30](Br)[CH:31]([CH3:33])[CH3:32]>C(#N)C>[F:1][CH:2]([F:23])[O:3][C:4]1[C:5]([O:22][CH2:30][CH:31]([CH3:33])[CH3:32])=[C:6]([C:12]2[CH:20]=[CH:19][CH:18]=[C:17]3[C:13]=2[CH2:14][CH2:15][C:16]3=[O:21])[CH:7]=[CH:8][C:9]=1[O:10][CH3:11] |f:1.2.3|. Procedure details: To a stirring solution of 4-(3-(difluoromethoxy)-2-hydroxy-4-methoxyphenyl)-2,3-dihydro-1H-inden-1-one (80 mg, 0.25 mmol) in acetonitrile (10 mL) was added potassium carbonate (102 mg, 0.75 mmol) and isobutylbromide (102 mg, 0.75 mmol) and the resultant reaction mixture was heated to 80° C. for 16 h. The reaction mixture was cooled to RT, filtered through celite and the filtrate was concentrated under reduced pressure. The residue was purified by column chromatography (silica gel, 0-30% ethyl ac... Starting materials: NC(C(=O)N[C@H]1C(NC2=C(CC1)C=C(C=C2)F)=O)(C)C (2-amino-2-methyl- N-[7-fluoro-2,3,4,5-tetrahydro-2-oxo-1H-1-benzazepin-3(R)-yl]propanamide), C(C1=CC=CC=C1)OC(=O)ON1C(CCC1=O)=O (N-(benzyloxycarbonyloxy)succinimide). Solvent: C(Cl)Cl (methylene chloride). Conditions: time 24 hour. Yields the product C(C1=CC=CC=C1)OC(=O)NC(C(=O)N[C@H]1C(NC2=C(CC1)C=C(C=C2)F)=O)(C)C (2-Benzyloxycarbonylamino-2-methyl- N-[7-fluoro-2,3,4,5-tetrahydro-2-oxo-1H-1-benzazepin-3(R)-yl]propanamide). The yield is 50.4%. Reaction SMILES: [NH2:1][C:2]([CH3:20])([CH3:19])[C:3]([NH:5][C@@H:6]1[CH2:12][CH2:11][C:10]2[CH:13]=[C:14]([F:17])[CH:15]=[CH:16][C:9]=2[NH:8][C:7]1=[O:18])=[O:4].[CH2:21]([O:28][C:29](ON1C(=O)CCC1=O)=[O:30])[C:22]1[CH:27]=[CH:26][CH:25]=[CH:24][CH:23]=1>C(Cl)Cl>[CH2:21]([O:28][C:29]([NH:1][C:2]([CH3:20])([CH3:19])[C:3]([NH:5][C@@H:6]1[CH2:12][CH2:11][C:10]2[CH:13]=[C:14]([F:17])[CH:15]=[CH:16][C:9]=2[NH:8][C:7]1=[O:18])=[O:4])=[O:30])[C:22]1[CH:27]=[CH:26][CH:25]=[CH:24][CH:23]=1. Procedure details: To a solution of 33 mg (0.12 mmol) of 2-amino-2-methyl- N-[7-fluoro-2,3,4,5-tetrahydro-2-oxo-1H-1-benzazepin-3(R)-yl]propanamide (Step D) in 1 mL of methylene chloride was 32 mg (0.13 mmol) of N-(benzyloxycarbonyloxy)succinimide. The solution was stirred at room temperature for 24 hours then quenched with 5 drops of 33% aqueous ammonium hydroxide. The solvent was removed under vacuum and the residue was purified by flash column chromatography on silica gel eluting with ethyl acetateexanes (75:25...